Dataset: the Open Reaction Database (ORD), a public repository of structured organic reaction records. Task: describe an organic reaction: reactants, conditions, products, and yield Reactants: CI, O=C1Nc2ccc(Cl)cc2C(c2ccccc2)=NC1F, CN(C)C=O. Product: CN1C(=O)C(F)N=C(c2ccccc2)c2cc(Cl)ccc21. Reaction SMILES: [CH3:21][I:22].[F:1][CH:2]1[C:3](=[O:20])[NH:4][c:5]2[c:6]([cH:15][c:16]([Cl:19])[cH:17][cH:18]2)[C:7]([c:9]2[cH:10][cH:11][cH:12][cH:13][cH:14]2)=[N:8]1.[O:23]=[CH:24][N:25]([CH3:26])[CH3:27]>>[F:1][CH:2]1[C:3](=[O:20])[N:4]([CH3:21])[c:5]2[c:6]([cH:15][c:16]([Cl:19])[cH:17][cH:18]2)[C:7]([c:9]2[cH:10][cH:11][cH:12][cH:13][cH:14]2)=[N:8]1.